Dataset: the Open Reaction Database (ORD), a public repository of structured organic reaction records. Task: describe an organic reaction: reactants, conditions, products, and yield The reactants are C1(CC1)C(=O)Cl (Cyclopropanecarbonyl chloride), CN(C1=CC=CC=C1)C (N,N-dimethylaniline), ClC1=CC=2C3=C(CNC2C=C1)C=NN3C (8-chloro-4,5-dihydro-1-methyl-1H -pyrazolo[4,3-c]quinoline). The reagents and catalysts are CN(C1=CC=NC=C1)C (4-dimethylaminopyridine). The solvent is C(Cl)(Cl)Cl (chloroform). Conditions: time 2 hour. Yields the product ClC1=CC=2C3=C(CN(C2C=C1)C(=O)C1CC1)C=NN3C (8-chloro-5-cyclopropylcarbonyl-4,5-dihydro-1-methyl-1H-pyrazolo[4,3-c]quinoline). As a reaction SMILES: [CH:1]1([C:4](Cl)=[O:5])[CH2:3][CH2:2]1.CN(C)C1C=CC=CC=1.[Cl:16][C:17]1[CH:26]=[CH:25][C:24]2[NH:23][CH2:22][C:21]3[CH:27]=[N:28][N:29]([CH3:30])[C:20]=3[C:19]=2[CH:18]=1>CN(C)C1C=CN=CC=1.C(Cl)(Cl)Cl>[Cl:16][C:17]1[CH:26]=[CH:25][C:24]2[N:23]([C:4]([CH:1]3[CH2:3][CH2:2]3)=[O:5])[CH2:22][C:21]3[CH:27]=[N:28][N:29]([CH3:30])[C:20]=3[C:19]=2[CH:18]=1. Procedure: Cyclopropanecarbonyl chloride (1.5 ml) was addded dropwise to a mixture of N,N-dimethylaniline (2.4 ml), 4-dimethylaminopyridine (5.0 mg) and 8-chloro-4,5-dihydro-1-methyl-1H -pyrazolo[4,3-c]quinoline (2.0 g) in chloroform (20 ml) at 0° C. and the mixture was allowed to stir at that temperature for 2 hours. After the solvent was evaporated in vacuo, the residue was mixed with 5% hydrochloric acid and extracted with ethyl acetate. The extract was washed with 5% hydrochloric acid, saturated aqueou... Reactants: COC(CCC(C=O)NC1=NC(=CC=C1)\C=C\C(CCCCCCCC)O)=O (4-{6-[(1E)-(3RS)-3-hydroxy-1-undecenyl]-2-pyridylamino}-5-oxo-pentanoic acid methyl ester), 1, [OH-].[Na+] (sodium hydroxide). Solvent: CO (methanol). Product: OC(/C=C/C1=CC=CC(=N1)NC(CCC(=O)O)C=O)CCCCCCCC (4-{6-[(1E)-(3RS)-3-Hydroxy-1-undecenyl]-2-pyridylamino}-5-oxo-pentanoic acid). The yield is 69.2%. Reaction SMILES: C[O:2][C:3](=[O:28])[CH2:4][CH2:5][CH:6]([NH:9][C:10]1[CH:15]=[CH:14][CH:13]=[C:12](/[CH:16]=[CH:17]/[CH:18]([OH:27])[CH2:19][CH2:20][CH2:21][CH2:22][CH2:23][CH2:24][CH2:25][CH3:26])[N:11]=1)[CH:7]=[O:8].[OH-].[Na+]>CO>[OH:27][CH:18]([CH2:19][CH2:20][CH2:21][CH2:22][CH2:23][CH2:24][CH2:25][CH3:26])/[CH:17]=[CH:16]/[C:12]1[N:11]=[C:10]([NH:9][CH:6]([CH:7]=[O:8])[CH2:5][CH2:4][C:3]([OH:28])=[O:2])[CH:15]=[CH:14][CH:13]=1 |f:1.2|. Procedure: Under the conditions of example 2, 60 mg of 4-{6-[(1E)-(3RS)-3-hydroxy-1-undecenyl]-2-pyridylamino}-5-oxo-pentanoic acid methyl ester in 1.5 ml of methanol is saponified with 1.5 ml of 1 n sodium hydroxide solution and worked up. 40 mg of the title compound is obtained as colorless oil. Reactants: C(C)(=O)O (acetic acid), C([O-])(O)=O.[Na+] (sodium bicarbonate), C(CCC)[Li] (n-butyl lithium), BrC1=C(C(=C(C(=C1CC(C(=O)OCC)(CCCCOC1=CC=C(C=C1)C(=O)OC)C(=O)OCC)OC)OC)OC)OC (ethyl 2-(6-bromo-2,3,4,5-tetramethoxybenzyl)-2-ethoxycarbonyl-6-(4-methoxycarbonylphenoxy)hexanoate). The solvent is C1CCOC1 (THF), C1CCOC1 (THF), CCCCCC (hexane). Reaction conditions: temperature -78 celsius, time 15 minute. The product is COC1=C2CC(C(C2=C(C(=C1OC)OC)OC)=O)(C(=O)OCC)CCCCOC1=CC=C(C=C1)C(=O)OC (Ethyl 4,5,6,7-tetramethoxy-2-[4-(4-methoxycarbonylphenoxy)butyl]-1-oxo-2-indancarboxylate). The yield is 50.2%. Reaction SMILES: C([Li])CCC.Br[C:7]1[C:12]([CH2:13][C:14]([C:35](OCC)=O)([CH2:20][CH2:21][CH2:22][CH2:23][O:24][C:25]2[CH:30]=[CH:29][C:28]([C:31]([O:33][CH3:34])=[O:32])=[CH:27][CH:26]=2)[C:15]([O:17][CH2:18][CH3:19])=[O:16])=[C:11]([O:40][CH3:41])[C:10]([O:42][CH3:43])=[C:9]([O:44][CH3:45])[C:8]=1[O:46][CH3:47].C(O)(=[O:50])C.C(=O)(O)[O-].[Na+]>C1COCC1.CCCCCC>[CH3:41][O:40][C:11]1[C:10]([O:42][CH3:43])=[C:9]([O:44][CH3:45])[C:8]([O:46][CH3:47])=[C:7]2[C:12]=1[CH2:13][C:14]([CH2:20][CH2:21][CH2:22][CH2:23][O:24][C:25]1[CH:30]=[CH:29][C:28]([C:31]([O:33][CH3:34])=[O:32])=[CH:27][CH:26]=1)([C:15]([O:17][CH2:18][CH3:19])=[O:16])[C:35]2=[O:50] |f:3.4|. Procedure: A hexane solution of n-butyl lithium (1.68 M, 3.27 ml, 5.50 mmols) was dropwise added to a THF (30 ml) solution of ethyl 2-(6-bromo-2,3,4,5-tetramethoxybenzyl)-2-ethoxycarbonyl-6-(4-methoxycarbonylphenoxy)hexanoate (3.00 g, 4.58 mmols), under a nitrogen stream at −90° C. or lower, and stirring was continued for 15 minutes. Then, the temperature was raised to −78° C., and stirring was further continued for 15 minutes. To the reaction mixtures was added a THF (5 ml) solution of acetic acid (1.38 g... Reactants: CCCCCCCCCCCc1cc2ccc(C(=O)[O-])cc2[nH]1, COCCOCCOC, OCC(O)CCl, [I-], [K+], [Na+], O. The product is CCCCCCCCCCCc1cc2ccc(C(=O)OCC(O)CO)cc2[nH]1. RXN SMILES: [CH2:1]([CH2:2][CH2:3][CH2:4][CH2:5][CH2:6][CH2:7][CH2:8][CH2:9][CH2:10][CH3:11])[c:12]1[nH:13][c:14]2[cH:15][c:16]([C:21](=[O:22])[O-:23])[cH:17][cH:18][c:19]2[cH:20]1.[CH3:34][O:35][CH2:36][CH2:37][O:38][CH2:39][CH2:40][O:41][CH3:42].[Cl:25][CH2:26][CH:27]([CH2:28][OH:29])[OH:30].[I-:32].[K+:31].[Na+:24].[OH2:33]>>[CH2:1]([CH2:2][CH2:3][CH2:4][CH2:5][CH2:6][CH2:7][CH2:8][CH2:9][CH2:10][CH3:11])[c:12]1[nH:13][c:14]2[cH:15][c:16]([C:21](=[O:22])[O:23][CH2:26][CH:27]([CH2:28][OH:29])[OH:30])[cH:17][cH:18][c:19]2[cH:20]1. Reactants: BrC=1C=NC=2N(C1)N=C(C2)C(=O)O (6-bromo-pyrazolo[1,5-a]pyrimidine-2-carboxylic acid), C[C@@H]1NCCC2=CC=CC=C12 (1-(S)-Methyl-1,2,3,4-tetrahydro-isoquinoline). Product: BrC=1C=NC=2N(C1)N=C(C2)C(=O)N2[C@H](C1=CC=CC=C1CC2)C ((6-Bromo-pyrazolo[1,5-a]pyrimidin-2-yl)-((S)1-methyl-3,4-dihydro-1H-isoquinolin-2-yl)-methanone). Reaction SMILES: [Br:1][C:2]1[CH:3]=[N:4][C:5]2[N:6]([N:8]=[C:9]([C:11]([OH:13])=O)[CH:10]=2)[CH:7]=1.[CH3:14][C@H:15]1[C:24]2[C:19](=[CH:20][CH:21]=[CH:22][CH:23]=2)[CH2:18][CH2:17][NH:16]1>>[Br:1][C:2]1[CH:3]=[N:4][C:5]2[N:6]([N:8]=[C:9]([C:11]([N:16]3[CH2:17][CH2:18][C:19]4[C:24](=[CH:23][CH:22]=[CH:21][CH:20]=4)[C@@H:15]3[CH3:14])=[O:13])[CH:10]=2)[CH:7]=1. Procedure: In close analogy to the procedure described in Example 1, 6-bromo-pyrazolo[1,5-a]pyrimidine-2-carboxylic acid is reacted with 1-(S)-Methyl-1,2,3,4-tetrahydro-isoquinoline to provide the title compound in moderate yield.